Dataset: the Open Reaction Database (ORD), a public repository of structured organic reaction records. Task: describe an organic reaction: reactants, conditions, products, and yield Product: C(C)(C)N(C(=O)N)C=1C=CC2=C(CCO2)C1 (1-isopropyl-1-(2,3-dihydro-5-benzofuranyl)urea). Run in C(C)(=O)O (acetic acid). Run at time 18 hour. As a reaction SMILES: [CH:1]([NH:4][C:5]1[CH:6]=[CH:7][C:8]2[O:12][CH2:11][CH2:10][C:9]=2[CH:13]=1)([CH3:3])[CH3:2].[N-:14]=[C:15]=[O:16].[Na+]>C(O)(=O)C>[CH:1]([N:4]([C:5]1[CH:6]=[CH:7][C:8]2[O:12][CH2:11][CH2:10][C:9]=2[CH:13]=1)[C:15]([NH2:14])=[O:16])([CH3:3])[CH3:2] |f:1.2|. The reactants are C(C)(C)NC=1C=CC2=C(CCO2)C1 (N-isopropyl-2,3-dihydro-5-benzofuranamine), [N-]=C=O.[Na+] (sodium isocyanate). Procedure: To a solution of 14.2 g. of N-isopropyl-2,3-dihydro-5-benzofuranamine in 300 ml. of glacial acetic acid, cooled to 15°±5°C. is added 4.9 g. of sodium isocyanate. The mixture is stirred at room temperature for 18 hours and then concentrated in vacuo. The residue is treated with 200 ml. of 2N sodium hydroxide solution and then extracted twice with chloroform. The combined chloroform extracts are dried with anhydrous magnesium fulfate, filtered and concentrated in vacuo to obtain an oil of 1-isopro... Product: COc1cc(C=C2CCC3CCCC(c4ccc(C(=O)N(C)C)cc4)N3C2=O)ccc1-n1cnc(C)c1. RXN SMILES: [C:50](=[O:51])([OH:52])[O-:53].[CH2:66]([Cl:67])[CH2:68][Cl:69].[CH3:11][O:12][c:13]1[cH:14][c:15]([CH:16]=[C:17]2[C:18](=[O:36])[N:19]3[CH:20]([c:27]4[cH:28][cH:29][c:30]([C:31](=[O:32])[OH:33])[cH:34][cH:35]4)[CH2:21][CH2:22][CH2:23][CH:24]3[CH2:25][CH2:26]2)[cH:37][cH:38][c:39]1-[n:40]1[cH:41][n:42][c:43]([CH3:45])[cH:44]1.[CH3:46][NH:47][CH3:48].[CH3:60][CH2:61][O:62][C:63](=[O:64])[CH3:65].[Na+:54].[O:55]=[CH:56][N:57]([CH3:58])[CH3:59].[OH2:49].[OH:1][n:2]1[c:3]2[c:4]([cH:5][cH:6][cH:7][cH:8]2)[n:9][n:10]1>>[CH3:11][O:12][c:13]1[cH:14][c:15]([CH:16]=[C:17]2[C:18](=[O:36])[N:19]3[CH:20]([c:27]4[cH:28][cH:29][c:30]([C:31](=[O:33])[N:47]([CH3:46])[CH3:48])[cH:34][cH:35]4)[CH2:21][CH2:22][CH2:23][CH:24]3[CH2:25][CH2:26]2)[cH:37][cH:38][c:39]1-[n:40]1[cH:41][n:42][c:43]([CH3:45])[cH:44]1. Reactants: O=C([O-])O, ClCCCl, COc1cc(C=C2CCC3CCCC(c4ccc(C(=O)O)cc4)N3C2=O)ccc1-n1cnc(C)c1, CNC, CCOC(C)=O, [Na+], CN(C)C=O, O, On1nnc2ccccc21. Reactants: S(=O)([O-])S(=O)[O-].[Na+].[Na+] (sodium hydrosulfite), [Cr](=O)(=O)([O-])O[Cr](=O)(=O)[O-].[K+].[K+] (potassium dichromate), C(C)C1=C(N)C(=CC=C1)CC (2,6-diethylaniline), S(O)(O)(=O)=O (sulfuric acid), O (water), O (water). The solvent is C(C)(=O)OCC (ethyl acetate). Run at time 1 hour. Yields the product C(C)C1=C(C(=CC(=C1)O)CC)O (2,6-diethylbenzene-1,4-diol). RXN SMILES: [Cr](O[Cr]([O-])(=O)=O)([O-])(=O)=O.[K+].[K+].[CH2:12]([C:14]1[CH:20]=[CH:19][CH:18]=[C:17]([CH2:21][CH3:22])[C:15]=1N)[CH3:13].S(=O)(=O)(O)[OH:24].S(S([O-])=O)([O-])=O.[Na+].[Na+].[OH2:36]>C(OCC)(=O)C>[CH2:12]([C:14]1[CH:20]=[C:19]([OH:36])[CH:18]=[C:17]([CH2:21][CH3:22])[C:15]=1[OH:24])[CH3:13] |f:0.1.2,5.6.7|. Procedure details: To a solution of potassium dichromate (20 g) in water (278 mL) was added a solution (60° C.) of 2,6-diethylaniline (15.5 mL) and conc. sulfuric acid (27.8 mL) in water (580 mL). The solution was stirred for 1 hour and then extracted with ethyl acetate. After removing the solvent, the residue was dissolved in acetone (150 mL) and refluxed with water (150 mL) and conc. sulfuric acid (5 mL) for 3 hours. The acetone was removed and the mixture was extracted with ethyl acetate. Evaporation and a quic...